From a dataset of the Open Reaction Database (ORD), a public repository of structured organic reaction records. describe an organic reaction: reactants, conditions, products, and yield Starting materials: C(C)C1=C(OCCCOC2=C(C=CC=C2)CCC2=NN=NN2)C=C(C(=C1)C1=CC=C(C=C1)F)OCC1=CC=CC=C1 (5-(2-(2-(3-(2-Ethyl-4-(4-fluorophenyl)-5-benzyloxyphenoxy)propoxy)phenyl)ethyl)-1H-tetrazole). Reagents/catalysts: [Pd] (palladium on carbon). Solvent: C(C)O (ethanol). Run at time 1 hour. The product is C(C)C1=C(OCCCOC2=C(C=CC=C2)CCC2=NN=NN2)C=C(C(=C1)C1=CC=C(C=C1)F)O (5-(2-(2-(3-(2-Ethyl-4-(4-fluorophenyl)-5-hydroxyphenoxy)propoxy)phenyl)ethyl)-1H-tetrazole), oil. Isolated yield 55.0%. RXN SMILES: [CH2:1]([C:3]1[CH:26]=[C:25]([C:27]2[CH:32]=[CH:31][C:30]([F:33])=[CH:29][CH:28]=2)[C:24]([O:34]CC2C=CC=CC=2)=[CH:23][C:4]=1[O:5][CH2:6][CH2:7][CH2:8][O:9][C:10]1[CH:15]=[CH:14][CH:13]=[CH:12][C:11]=1[CH2:16][CH2:17][C:18]1[NH:22][N:21]=[N:20][N:19]=1)[CH3:2]>C(O)C.[Pd]>[CH2:1]([C:3]1[CH:26]=[C:25]([C:27]2[CH:32]=[CH:31][C:30]([F:33])=[CH:29][CH:28]=2)[C:24]([OH:34])=[CH:23][C:4]=1[O:5][CH2:6][CH2:7][CH2:8][O:9][C:10]1[CH:15]=[CH:14][CH:13]=[CH:12][C:11]=1[CH2:16][CH2:17][C:18]1[NH:22][N:21]=[N:20][N:19]=1)[CH3:2]. Reported procedure: 5-(2-(2-(3-(2-Ethyl-4-(4-fluorophenyl)-5-benzyloxyphenoxy)propoxy)phenyl)ethyl)-1H-tetrazole (90 mg, 0.16 mmol) was dissolved in ethanol and 10% palladium on carbon catalyst was added under an atmosphere of carbon dioxide. The mixture was then hydrogenated at 30 psi at room temperature for 1 hour. The catalyst was filtered off and the solution evaporated to dryness to give an oil. This oil was then purified by reverse phase HPLC on a C18 column eluting with methanol/water (90:10) containing 0.01... Starting materials: C(C)(C)(C)OC(=O)N1C(CC(C1)OC1=C(C=C(C=C1)F)F)COC1=CC=C(C(=O)OC)C=C1 (methyl 4-[1-(tert-butoxycarbonyl)-4-(2,4-difluorophenoxy)-2-pyrrolidinylmethoxy]benzoate), C(=O)(C(F)(F)F)O (TFA). The solvent is C(Cl)Cl (CH2Cl2). Reaction conditions: time 8 hour. Yields the product FC1=C(OC2CC(NC2)COC2=CC=C(C(=O)OC)C=C2)C=CC(=C1)F (methyl 4-[4-(2,4-difluorophenoxy)-2-pyrrolidinylmethoxy]benzoate). Isolated yield 92.1%. RXN SMILES: C(OC([N:8]1[CH2:12][CH:11]([O:13][C:14]2[CH:19]=[CH:18][C:17]([F:20])=[CH:16][C:15]=2[F:21])[CH2:10][CH:9]1[CH2:22][O:23][C:24]1[CH:33]=[CH:32][C:27]([C:28]([O:30][CH3:31])=[O:29])=[CH:26][CH:25]=1)=O)(C)(C)C.C(O)(C(F)(F)F)=O>C(Cl)Cl>[F:21][C:15]1[CH:16]=[C:17]([F:20])[CH:18]=[CH:19][C:14]=1[O:13][CH:11]1[CH2:12][NH:8][CH:9]([CH2:22][O:23][C:24]2[CH:33]=[CH:32][C:27]([C:28]([O:30][CH3:31])=[O:29])=[CH:26][CH:25]=2)[CH2:10]1. Procedure: To a stirred solution of methyl 4-[1-(tert-butoxycarbonyl)-4-(2,4-difluorophenoxy)-2-pyrrolidinylmethoxy]benzoate (529 mg, 1.15 mmol) in CH2Cl2 (5 ml) was added TFA (5 ml). The mixture was stirred overnight. The mixture was concentrated in vacuo and the residue was made basic by the addition of sat. NaHCO3. The mixture was extracted with CHCl3 (2×100 ml). The extracts were dried over K2CO3 and evaporated to give methyl 4-[4-(2,4-difluorophenoxy)-2-pyrrolidinylmethoxy]benzoate (385 mg, 92%) as a ... Reactants: C[Si]([N-][Si](C)(C)C)(C)C.[Na+] (sodium hexamethyl-disilazide), ClC=1C=C2[C@@H](CN(CC2=C(C1)Cl)C)C1=C(C=CC=C1)N ((R)-2-(6,8-Dichloro-2-methyl-1,2,3,4-tetrahydroisoquinolin-4-yl)phenylamine), C(C)(=O)OCC(=O)Cl (acetoxyacetyl chloride). The solvent is C1CCOC1 (THF). Reaction conditions: time 30 minute. Yields the product ClC=1C=C2[C@@H](CN(CC2=C(C1)Cl)C)C1=C(C=CC=C1)N1C(OCC1=O)=O (3-[2-((R)-6,8-Dichloro-2-methyl-1,2,3,4-tetrahydroisoquinolin-4-yl)phenyl]-oxazolidine-2,4-dione). As a reaction SMILES: [Cl:1][C:2]1[CH:3]=[C:4]2[C:9](=[C:10]([Cl:12])[CH:11]=1)[CH2:8][N:7]([CH3:13])[CH2:6][C@H:5]2[C:14]1[CH:19]=[CH:18][CH:17]=[CH:16][C:15]=1[NH2:20].C[Si](C)(C)[N-][Si](C)(C)C.[Na+].[C:31]([O:34][CH2:35][C:36](Cl)=[O:37])(=[O:33])C>C1COCC1>[Cl:1][C:2]1[CH:3]=[C:4]2[C:9](=[C:10]([Cl:12])[CH:11]=1)[CH2:8][N:7]([CH3:13])[CH2:6][C@H:5]2[C:14]1[CH:19]=[CH:18][CH:17]=[CH:16][C:15]=1[N:20]1[C:36](=[O:37])[CH2:35][O:34][C:31]1=[O:33] |f:1.2|. Reported procedure: (R)-2-(6,8-Dichloro-2-methyl-1,2,3,4-tetrahydroisoquinolin-4-yl)phenylamine (300 mg, enantiomer B, preparation as described in WO2004085404) was dissolved in absolute THF (10 ml) and admixed at room temperature with stirring with sodium hexamethyl-disilazide solution (0.5 ml; 2 M in THF). After 30 min, acetoxyacetyl chloride (77 μl) was added and the mixture was stirred at room temperature for 2 h. Subsequently, the reaction mixture was concentrated, the residue was dissolved in ethyl acetate/wa... Starting materials: I.I.N1(CCNCCC1)C1=NC2=C(N1CCCCC)C=CC=C2 (2-[1,4]diazepan-1-yl-1-pentyl-1H-benzoimidazole dihydroiodide), COC1=C(C=C(C=C1)N1N=NN=C1)C(=O)N1C[C@](CC1)(C1=CC=CC=C1)CCOS(=O)(=O)C (methanesulfonic acid 2-{(S)-1-[1-(2-methoxy-5-tetrazol-1-yl-phenyl)-methanoyl]-3-phenyl-pyrrolidin-3-yl}-ethyl ester), C(C)(C)N(CC)C(C)C (diisopropylethylamine). Run in C(C)#N (acetonitrile). The product is COC1=C(C=C(C=C1)N1N=NN=C1)C(=O)N1C[C@](CC1)(C1=CC=CC=C1)CCN1CCN(CCC1)C1=NC2=C(N1CCCCC)C=CC=C2 (1-(2-Methoxy-5-tetrazol-1-yl-phenyl)-1-((R)-3-{2-[4-(1-pentyl-1H-benzoimidazol-2-yl)-[1,4]diazepan-1-yl]-ethyl}-3-phenyl-pyrrolidin-1-yl)-methanone). Yield: 19.0%. RXN SMILES: I.I.[N:3]1([C:10]2[N:14]([CH2:15][CH2:16][CH2:17][CH2:18][CH3:19])[C:13]3[CH:20]=[CH:21][CH:22]=[CH:23][C:12]=3[N:11]=2)[CH2:9][CH2:8][CH2:7][NH:6][CH2:5][CH2:4]1.[CH3:24][O:25][C:26]1[CH:31]=[CH:30][C:29]([N:32]2[CH:36]=[N:35][N:34]=[N:33]2)=[CH:28][C:27]=1[C:37]([N:39]1[CH2:43][CH2:42][C@:41]([CH2:50][CH2:51]OS(C)(=O)=O)([C:44]2[CH:49]=[CH:48][CH:47]=[CH:46][CH:45]=2)[CH2:40]1)=[O:38].C(N(C(C)C)CC)(C)C>C(#N)C>[CH3:24][O:25][C:26]1[CH:31]=[CH:30][C:29]([N:32]2[CH:36]=[N:35][N:34]=[N:33]2)=[CH:28][C:27]=1[C:37]([N:39]1[CH2:43][CH2:42][C@:41]([CH2:50][CH2:51][N:6]2[CH2:7][CH2:8][CH2:9][N:3]([C:10]3[N:14]([CH2:15][CH2:16][CH2:17][CH2:18][CH3:19])[C:13]4[CH:20]=[CH:21][CH:22]=[CH:23][C:12]=4[N:11]=3)[CH2:4][CH2:5]2)([C:44]2[CH:49]=[CH:48][CH:47]=[CH:46][CH:45]=2)[CH2:40]1)=[O:38] |f:0.1.2|. Procedure details: Heat a mixture of 2-[1,4]diazepan-1-yl-1-pentyl-1H-benzoimidazole dihydroiodide (0.83 g, 1.53 mmol), methanesulfonic acid 2-{(S)-1-[1-(2-methoxy-5-tetrazol-1-yl-phenyl)-methanoyl]-3-phenyl-pyrrolidin-3-yl}-ethyl ester (0.713 g, 1.51 mmol, example 47.2), diisopropylethylamine (1 mL, 5.74 mmol) and acetonitrile (15 mL) at 90° C. for 72 hours. Concentrate to dryness and dissolve the residue in dichloromethane. Wash the dichloromethane phase with NaHCO3 (10%, 10 mL) and brine (four 10 mL portions), ... Reactants: F[B-](F)(F)F, c1ccc(CC2CCNCC2)cc1, CN1CCOCC1, COc1c(C)cc(C2CCc3nc(C(=O)O)cn3C2)cc1C, Cl, CN(C)C=O, CN(C)C(On1nnc2ccccc21)=[N+](C)C. Product: COc1c(C)cc(C2CCc3nc(C(=O)N4CCC(Cc5ccccc5)CC4)cn3C2)cc1C. RXN SMILES: [B-:1]([F:2])([F:3])([F:4])[F:5].[CH2:53]([c:54]1[cH:55][cH:56][cH:57][cH:58][cH:59]1)[CH:60]1[CH2:61][CH2:62][NH:63][CH2:64][CH2:65]1.[CH3:23][N:24]1[CH2:25][CH2:26][O:27][CH2:28][CH2:29]1.[CH3:31][O:32][c:33]1[c:34]([CH3:52])[cH:35][c:36]([CH:40]2[CH2:41][CH2:42][c:43]3[n:44]([cH:46][c:47]([C:49](=[O:50])[OH:51])[n:48]3)[CH2:45]2)[cH:37][c:38]1[CH3:39].[ClH:30].[O:66]=[CH:67][N:68]([CH3:69])[CH3:70].[n:6]1([O:7][C:8]([N:9]([CH3:10])[CH3:11])=[N+:12]([CH3:13])[CH3:14])[c:15]2[cH:16][cH:17][cH:18][cH:19][c:20]2[n:21][n:22]1>>[CH3:31][O:32][c:33]1[c:34]([CH3:52])[cH:35][c:36]([CH:40]2[CH2:41][CH2:42][c:43]3[n:44]([cH:46][c:47]([C:49](=[O:51])[N:63]4[CH2:62][CH2:61][CH:60]([CH2:53][c:54]5[cH:55][cH:56][cH:57][cH:58][cH:59]5)[CH2:65][CH2:64]4)[n:48]3)[CH2:45]2)[cH:37][c:38]1[CH3:39].